Dataset: the Open Reaction Database (ORD), a public repository of structured organic reaction records. Task: describe an organic reaction: reactants, conditions, products, and yield The reactants are Cl (HCl), ClC1=CC(=NC(=N1)OC)NCCC1=C(C=C(C=C1)Cl)Cl ((6-chloro-2-methoxy-pyrimidin-4-yl)-[2-(2,4-dichloro-phenyl)-ethyl]-amine), N1N=NN=C1C1CNCCC1 (3-(1H-tetrazol-5-yl)-piperidine), C(=O)([O-])[O-].[K+].[K+] (K2CO3). Run in CN1C(CCC1)=O (N-methylpyrollidinone), O (water), O (water). Run at temperature 140 celsius. The product is ClC1=C(C=CC(=C1)Cl)CCNC1=NC(=NC(=C1)N1CC(CCC1)C=1N=NNN1)OC ([2-(2,4-dichloro-phenyl)-ethyl]-{2-methoxy-6-[3-(2H-tetrazol-5-yl)-piperidin-1-yl]-pyrimidin-4-yl}-amine). Yield: 74.9%. As a reaction SMILES: Cl[C:2]1[N:7]=[C:6]([O:8][CH3:9])[N:5]=[C:4]([NH:10][CH2:11][CH2:12][C:13]2[CH:18]=[CH:17][C:16]([Cl:19])=[CH:15][C:14]=2[Cl:20])[CH:3]=1.[NH:21]1[C:25]([CH:26]2[CH2:31][CH2:30][CH2:29][NH:28][CH2:27]2)=[N:24][N:23]=[N:22]1.C([O-])([O-])=O.[K+].[K+].Cl>CN1CCCC1=O.O>[Cl:20][C:14]1[CH:15]=[C:16]([Cl:19])[CH:17]=[CH:18][C:13]=1[CH2:12][CH2:11][NH:10][C:4]1[CH:3]=[C:2]([N:28]2[CH2:29][CH2:30][CH2:31][CH:26]([C:25]3[N:21]=[N:22][NH:23][N:24]=3)[CH2:27]2)[N:7]=[C:6]([O:8][CH3:9])[N:5]=1 |f:2.3.4|. Reported procedure: A mixture of (6-chloro-2-methoxy-pyrimidin-4-yl)-[2-(2,4-dichloro-phenyl)-ethyl]-amine [300 mg, 0.9 mmol], 3-(1H-tetrazol-5-yl)-piperidine [383 mg, 2.25 mmol] and K2CO3 (373 mg, 2.7 mmol) in N-methylpyrollidinone (5 mL) is heated at 140° C. for 16 hours. The mixture is diluted with water (50 mL), acidified to pH 3 with 10% HCl and extracted three times with EtOAc (40 mL). The organic extracts from the acidic layer are combined and dried over magnesium sulfate, filtered and concentrated. The resi... Reactants: O=S(=O)(O)Cl, CN(C)C=O, c1ccncc1. Product: CN(C)C=O, O=S(=O)=O. RXN SMILES: [Cl:7][S:8](=[O:9])(=[O:10])[OH:11].[O:12]=[CH:13][N:14]([CH3:15])[CH3:16].[cH:1]1[cH:2][cH:3][n:4][cH:5][cH:6]1>>[O:12]=[CH:13][N:14]([CH3:15])[CH3:16].[S:8](=[O:9])(=[O:10])=[O:11].